Dataset: the Open Reaction Database (ORD), a public repository of structured organic reaction records. Task: describe an organic reaction: reactants, conditions, products, and yield Starting materials: CCN(C(C)C)C(C)C, O=C(Cl)OCCl, ClCCl, CC(C)(C)OC(=O)Nc1ccc(-c2cccs2)cc1NC(=O)c1ccc(CN)cc1. Yields the product CC(C)(C)OC(=O)Nc1ccc(-c2cccs2)cc1NC(=O)c1ccc(CNC(=O)OCCl)cc1. Reaction SMILES: [CH:31]([N:32]([CH2:33][CH3:34])[CH:35]([CH3:36])[CH3:37])([CH3:38])[CH3:39].[Cl:40][CH2:41][O:42][C:43](=[O:44])[Cl:45].[Cl:46][CH2:47][Cl:48].[NH2:1][CH2:2][c:3]1[cH:4][cH:5][c:6]([C:7](=[O:8])[NH:9][c:10]2[c:11]([NH:21][C:22]([O:23][C:24]([CH3:25])([CH3:26])[CH3:27])=[O:28])[cH:12][cH:13][c:14](-[c:16]3[s:17][cH:18][cH:19][cH:20]3)[cH:15]2)[cH:29][cH:30]1>>[NH:1]([CH2:2][c:3]1[cH:4][cH:5][c:6]([C:7](=[O:8])[NH:9][c:10]2[c:11]([NH:21][C:22]([O:23][C:24]([CH3:25])([CH3:26])[CH3:27])=[O:28])[cH:12][cH:13][c:14](-[c:16]3[s:17][cH:18][cH:19][cH:20]3)[cH:15]2)[cH:29][cH:30]1)[C:43]([O:42][CH2:41][Cl:40])=[O:44].